The task is: describe an organic reaction: reactants, conditions, products, and yield. This data is from the Open Reaction Database (ORD), a public repository of structured organic reaction records. The reactants are CO, Cc1cc2c(cc1O)C(C)(C)CC2=O, O=S(=O)(O)O. The product is Cc1cc2c(cc1O)C(C)(C)CC2. RXN SMILES: [CH3:20][OH:21].[OH:1][c:2]1[cH:3][c:4]2[c:8]([cH:9][c:10]1[CH3:11])[C:7](=[O:12])[CH2:6][C:5]2([CH3:13])[CH3:14].[S:15](=[O:16])(=[O:17])([OH:18])[OH:19]>>[OH:1][c:2]1[cH:3][c:4]2[c:8]([cH:9][c:10]1[CH3:11])[CH2:7][CH2:6][C:5]2([CH3:13])[CH3:14]. Starting materials: sodium alkoxide, ClC1=NC=CC(=C1)C#N (2-chloro-4-cyanopyridine), CN(CCOCCO)C (2-[2-(dimethylamino)ethoxy]ethan-1-ol), [H-].[Na+] (NaH). Run in CN(C)C=O (DMF), CN(C)C=O (DMF). Run at temperature 50 celsius. The product is CN(CCOCCOC1=NC=CC(=C1)C#N)C (2-{2-[2-(dimethylamino)ethoxy]ethoxy}pyridine-4-carbonitrile). Yield: 105.8%. RXN SMILES: [CH3:1][N:2]([CH3:9])[CH2:3][CH2:4][O:5][CH2:6][CH2:7][OH:8].[H-].[Na+].Cl[C:13]1[CH:18]=[C:17]([C:19]#[N:20])[CH:16]=[CH:15][N:14]=1>CN(C=O)C>[CH3:1][N:2]([CH3:9])[CH2:3][CH2:4][O:5][CH2:6][CH2:7][O:8][C:13]1[CH:18]=[C:17]([C:19]#[N:20])[CH:16]=[CH:15][N:14]=1 |f:1.2|. Procedure: To a DMF (30 mL) solution of 2-[2-(dimethylamino)ethoxy]ethan-1-ol (3.33 g, 25 mmol) was added NaH (60% in mineral oil, 900 mg, 22.5 mmol, hexane washed) and heated at 50° C. for 2 h. The warm sodium alkoxide solution was added to 2-chloro-4-cyanopyridine (3.12 g, 22.5 mmol) in DMF (10 mL). After the addition, the reaction mixture was heated to 70° C. for 2 h, then DMF was removed in vacuo. The residue was partitioned between CH2Cl2/H2O. The organic layer was washed with brine, dried over Na2SO4... The reactants are CCN1C(=O)C(C)(C)Oc2cc(C)c(-c3cc(C=CC(=O)OC(C)(C)C)ccc3OC(F)(F)F)cc21, CCN1C(=O)C(C)(C)Oc2cc(C)c(-c3cc(C=O)ccc3OCC(F)(F)F)cc21. Product: CCN1C(=O)C(C)(C)Oc2cc(C)c(-c3cc(C=CC(=O)OC(C)(C)C)ccc3OCC(F)(F)F)cc21. As a reaction SMILES: [C:31]([CH3:32])([CH3:33])([CH3:34])[O:35][C:36]([CH:37]=[CH:38][c:39]1[cH:40][cH:41][c:42]([O:43][C:44]([F:45])([F:46])[F:47])[c:48](-[c:49]2[c:50]([CH3:51])[cH:52][c:53]3[c:63]([cH:64]2)[N:60]([CH2:61][CH3:62])[C:58](=[O:59])[C:55]([CH3:56])([CH3:57])[O:54]3)[cH:65]1)=[O:66].[CH2:1]([CH3:2])[N:3]1[C:4](=[O:30])[C:5]([CH3:28])([CH3:29])[O:6][c:7]2[c:8]1[cH:9][c:10](-[c:14]1[cH:15][c:16]([CH:17]=[O:18])[cH:19][cH:20][c:21]1[O:22][CH2:23][C:24]([F:25])([F:26])[F:27])[c:11]([CH3:13])[cH:12]2>>[CH2:1]([CH3:2])[N:3]1[C:4](=[O:30])[C:5]([CH3:28])([CH3:29])[O:6][c:7]2[c:8]1[cH:9][c:10](-[c:14]1[cH:15][c:16]([CH:38]=[CH:37][C:36]([O:35][C:31]([CH3:32])([CH3:33])[CH3:34])=[O:66])[cH:19][cH:20][c:21]1[O:22][CH2:23][C:24]([F:25])([F:26])[F:27])[c:11]([CH3:13])[cH:12]2.